This data is from the Open Reaction Database (ORD), a public repository of structured organic reaction records. The task is: describe an organic reaction: reactants, conditions, products, and yield Starting materials: C(C)OC(=O)CCCCOC=1C=C(C=CC1CNC=1N([C@H]2[C@H](O)[C@H](O)[C@@H](CO)O2)C=2N=CN=C(C2N1)N)C1=CC=CC=C1 (8-[3-(4-ethoxycarbonylbutoxy)-biphenyl-4-ylmethylamino]adenosine), [OH-].[Na+] (sodium hydroxide), [OH-].[Na+] (sodium hydroxide). The solvent is CO (methanol). Conditions: time 21 hour. Product: C(=O)(O)CCCCOC=1C=C(C=CC1CNC=1N([C@H]2[C@H](O)[C@H](O)[C@@H](CO)O2)C=2N=CN=C(C2N1)N)C1=CC=CC=C1 (8-[3-(4-Carboxybutoxy)biphenyl-4-ylmethylamino]adenosine). The yield is 113.1%. RXN SMILES: C([O:3][C:4]([CH2:6][CH2:7][CH2:8][CH2:9][O:10][C:11]1[CH:12]=[C:13]([C:38]2[CH:43]=[CH:42][CH:41]=[CH:40][CH:39]=2)[CH:14]=[CH:15][C:16]=1[CH2:17][NH:18][C:19]1[N:20]([C:30]2[N:31]=[CH:32][N:33]=[C:34]([NH2:37])[C:35]=2[N:36]=1)[C@@H:21]1[O:29][C@H:26]([CH2:27][OH:28])[C@@H:24]([OH:25])[C@H:22]1[OH:23])=[O:5])C.[OH-].[Na+]>CO>[C:4]([CH2:6][CH2:7][CH2:8][CH2:9][O:10][C:11]1[CH:12]=[C:13]([C:38]2[CH:43]=[CH:42][CH:41]=[CH:40][CH:39]=2)[CH:14]=[CH:15][C:16]=1[CH2:17][NH:18][C:19]1[N:20]([C:30]2[N:31]=[CH:32][N:33]=[C:34]([NH2:37])[C:35]=2[N:36]=1)[C@@H:21]1[O:29][C@H:26]([CH2:27][OH:28])[C@@H:24]([OH:25])[C@H:22]1[OH:23])([OH:5])=[O:3] |f:1.2|. Procedure: To a solution of 8-[3-(4-ethoxycarbonylbutoxy)-biphenyl-4-ylmethylamino]adenosine (0.077 g) in methanol (1.3 mL) was added 2 mol/L aqueous sodium hydroxide (0.098 mL), and the resulting mixture was stirred at room temperature for 21 hours and then at 50° C. for 2 hours. Two mol/L aqueous sodium hydroxide (0.098 mL) was added and stirring was continued for additional 64 hours. The reaction mixture was cooled to room temperature, quenched by addition of 2 mol/L hydrochloric acid (0.227 mL) and con... Starting materials: ClC(Cl)Cl, [Cl-], N#Cc1cc(C(=O)O)ccc1Cl, ClCCl, Nc1cncnc1Cl, O, O=S(Cl)Cl, c1ccncc1, c1ccccc1. Product: N#Cc1cc(C(=O)Nc2cncnc2Cl)ccc1Cl. RXN SMILES: [CH:39]([Cl:40])([Cl:41])[Cl:42].[Cl-:31].[Cl:1][c:2]1[c:3]([C:11]#[N:12])[cH:4][c:5]([C:6](=[O:7])[OH:8])[cH:9][cH:10]1.[Cl:43][CH2:44][Cl:45].[NH2:17][c:18]1[c:19]([Cl:24])[n:20][cH:21][n:22][cH:23]1.[OH2:38].[S:13]([Cl:14])([Cl:15])=[O:16].[cH:25]1[cH:26][cH:27][n:28][cH:29][cH:30]1.[cH:32]1[cH:33][cH:34][cH:35][cH:36][cH:37]1>>[Cl:1][c:2]1[c:3]([C:11]#[N:12])[cH:4][c:5]([C:6](=[O:8])[NH:17][c:18]2[c:19]([Cl:24])[n:20][cH:21][n:22][cH:23]2)[cH:9][cH:10]1. Reactants: CCCC[N+](CCCC)(CCCC)CCCC, CC(C)O, [Cl-], N#CCCl, O=C1CCN(C(=O)c2ccc(F)c(Cl)c2)CC1, ClCCl, [Na+], [OH-], O. Yields the product N#CC1OC12CCN(C(=O)c1ccc(F)c(Cl)c1)CC2. As a reaction SMILES: [CH3:32][CH2:33][CH2:34][CH2:35][N+:36]([CH2:37][CH2:38][CH2:39][CH3:40])([CH2:41][CH2:42][CH2:43][CH3:44])[CH2:45][CH2:46][CH2:47][CH3:48].[CH:22]([OH:23])([CH3:24])[CH3:25].[Cl-:31].[Cl:18][CH2:19][C:20]#[N:21].[Cl:1][c:2]1[cH:3][c:4]([C:5](=[O:6])[N:7]2[CH2:8][CH2:9][C:10](=[O:13])[CH2:11][CH2:12]2)[cH:14][cH:15][c:16]1[F:17].[Cl:26][CH2:27][Cl:28].[Na+:30].[OH-:29].[OH2:49]>>[Cl:1][c:2]1[cH:3][c:4]([C:5](=[O:6])[N:7]2[CH2:8][CH2:9][C:10]3([CH2:11][CH2:12]2)[O:13][CH:19]3[C:20]#[N:21])[cH:14][cH:15][c:16]1[F:17]. The solvent is O1CCCC1 (tetrahydrofuran), C1CCCCC1 (cyclohexane), O1CCCC1 (tetrahydrofuran). Reaction SMILES: [CH:1]([C:4]1([CH3:17])[C:8](=[S:9])[NH:7][C:6]([C:10]2[CH:15]=[CH:14][C:13]([CH3:16])=[CH:12][CH:11]=2)=[N:5]1)([CH3:3])[CH3:2].C([Li])(CC)C.[Cl:23]C(Cl)(Cl)C(Cl)(Cl)Cl.[Cl-].[Na+].S(=O)(=O)(O)O>O1CCCC1.C1CCCCC1>[Cl:23][C:12]1[CH:11]=[C:10]([C:6]2[NH:7][C:8](=[S:9])[C:4]([CH:1]([CH3:3])[CH3:2])([CH3:17])[N:5]=2)[CH:15]=[CH:14][C:13]=1[CH3:16] |f:3.4|. Starting materials: C(C)(C)C1(N=C(NC1=S)C1=CC=C(C=C1)C)C (4-isopropyl-4-methyl-2-p-tolyl-2-imidazolin-5-thione), solution, C(C)(CC)[Li] (sec-butyl lithium), ice water, [Cl-].[Na+] (sodium chloride), S(O)(O)(=O)=O (sulfuric acid), ClC(C(Cl)(Cl)Cl)(Cl)Cl (hexachloroethane). Procedure details: A mechanically stirred solution of 20.0 g of 4-isopropyl-4-methyl-2-p-tolyl-2-imidazolin-5-thione in 200 mL of dry tetrahydrofuran is treated dropwise with 160 mL of a 1.2M solution of sec-butyl lithium (0.191 mol) in cyclohexane over a 40 minute period at -72° to -65° C. After stirring the resulting solution at -40° to -35° for one and one-half hours, a solution of 21.4 g (0.090 mol) of hexachloroethane in 125 mL of dry tetrahydrofuran is added dropwise. Addition temperature is allowed to reach... The product is ClC1=C(C=CC(=C1)C=1NC(C(N1)(C)C(C)C)=S)C (2-(2-chloro-p-tolyl)-4-isopropyl-4-methyl-2-imidazolin-5-thione). Reactants: solution, TiCl3, C(#N)C1=CC=C(N1O)C(=O)OC (methyl 5-cyano-1-hydroxy-1H-pyrrole-2-carboxylate), C(#N)C1=CC=C(N1O)C(=O)OC (methyl 5-cyano-1-hydroxy-1H-pyrrole-2-carboxylate). The solvent is O (water), CO (MeOH). Reaction conditions: temperature 70 celsius. The product is C(#N)C1=CC=C(N1)C(=O)OC (Methyl 5-cyano-1H-pyrrole-2-carboxylate). As a reaction SMILES: [C:1]([C:3]1[N:7](O)[C:6]([C:9]([O:11][CH3:12])=[O:10])=[CH:5][CH:4]=1)#[N:2]>O.CO>[C:1]([C:3]1[NH:7][C:6]([C:9]([O:11][CH3:12])=[O:10])=[CH:5][CH:4]=1)#[N:2]. Procedure: A 20% solution of TiCl3 (25 ml, 32 mmol) in water was added to a solution of methyl 5-cyano-1-hydroxy-1H-pyrrole-2-carboxylate (Intermediate 128, 2.55 g, 15 mmol) in MeOH. The reaction was heated to an external temperature of 70° C. for 3 hours. The reaction mixture was concentrated to remove MeOH and the residue was partitioned with EtOAc and water. The organic portion was dried with MgSO4 and concentrated to an orange oil. Reactants: BrC1=C(C=C(OC(C(=O)O)(C)C)C=C1C)C (2-(4-Bromo-3,5-dimethyl-phenoxy)-2-methyl-propionic acid), O.Cl (HCl water). The solvent is O1CCCC1 (tetrahydrofurane). Reaction conditions: time 5 hour. Yields the product BrC1=C(C=C(OC(CO)(C)C)C=C1C)C (2-(4-Bromo-3,5-dimethyl-phenoxy)-2-methyl-propan-1-ol). Reaction SMILES: [Br:1][C:2]1[C:14]([CH3:15])=[CH:13][C:5]([O:6][C:7]([CH3:12])([CH3:11])[C:8](O)=[O:9])=[CH:4][C:3]=1[CH3:16].O.Cl>O1CCCC1>[Br:1][C:2]1[C:14]([CH3:15])=[CH:13][C:5]([O:6][C:7]([CH3:12])([CH3:11])[CH2:8][OH:9])=[CH:4][C:3]=1[CH3:16] |f:1.2|. Procedure: 2-(4-Bromo-3,5-dimethyl-phenoxy)-2-methyl-propionic acid (4.45 g) is dissolved in 50 mL of tetrahydrofurane, borane methylsulfide complex (2.6 mL) is added and the reaction mixture is stirred at room temperature for 5 h. The reaction mixture is cooled to 0° C., 10% HCl water solution is added dropwise and the reaction mixture is extracted with dichloromethane. The organic phase is separated, dried over sodium sulfate and concentrated under vacuum. The residue is chromatographed on silica gel (he... Starting materials: CC(C#CC1=C(CCCC1(C)C)C)=C (1-[3-methyl-but-3-en-1-yn-1-yl]-2,6,6-trimethyl-cyclohex-1-ene), C(OCC)(OCC)OCC (triethyl orthoformate), FeCl3, C([O-])([O-])=O.[Na+].[Na+] (sodium carbonate). Conditions: temperature 20 celsius, time 16 hour. Yields the product CC(C#CC1=C(CCCC1(C)C)C)(CC(OC)OC)OC (1-[3-Methyl-3,5,5-trimethoxy-pent-1-yn-1-yl]-2,6,6-trimethylcyclohex-1-ene). RXN SMILES: [CH3:1][C:2](=[CH2:14])[C:3]#[C:4][C:5]1[C:10]([CH3:12])([CH3:11])[CH2:9][CH2:8][CH2:7][C:6]=1[CH3:13].[CH:15](OCC)([O:19][CH2:20]C)[O:16][CH2:17]C.[C:25](=O)([O-])[O-:26].[Na+].[Na+]>>[CH3:14][C:2]([O:26][CH3:25])([CH2:1][CH:15]([O:19][CH3:20])[O:16][CH3:17])[C:3]#[C:4][C:5]1[C:10]([CH3:12])([CH3:11])[CH2:9][CH2:8][CH2:7][C:6]=1[CH3:13] |f:2.3.4|. Reported procedure: 88.5 g (0.47 mole) of 1-[3-methyl-but-3-en-1-yn-1-yl]-2,6,6-trimethyl-cyclohex-1-ene were added in the course of 60 minutes, at 0° C., to a mixture of 148 g (1 mole) of triethyl orthoformate and 5 g (0.032 mole) of FeCl3 and the reaction mixture was then stirred for 16 hours at 20° C. Thereafter it was rendered alkaline with 70 ml of saturated sodium carbonate solution, the aqueous phase was separated off and the organic phase was dried. The NMR spectrum shows the presence of a mixture of starti... The product is ClC1=CC=C2C(=C(OC(C2=C1)=O)C(C)O)C1=CC=CC=C1 (7-chloro-3-(1-hydroxyethyl)-4-phenyl-1H-isochromen-1-one). Reactants: Intermediate B53, C1(=CC=CC=C1)B(O)O (phenylboronic acid), BrC1=C(OC(C2=CC(=CC=C12)Cl)=O)C(C)O (4-bromo-7-chloro-3-(1-hydroxyethyl)-1H-isochromen-1-one), BrC1=C(OC(C2=CC(=CC=C12)Cl)=O)C(C)O (4-bromo-7-chloro-3-(1-hydroxyethyl)-1H-isochromen-1-one). Reported procedure: The title compound was made in a similar way of that of Intermediate B53 from 4-bromo-7-chloro-3-(1-hydroxyethyl)-1H-isochromen-1-one (intermediate A5, 1.4 g, 4.61 mmol) and phenylboronic acid (0.844 g, 6.92 mmol) to afford title compound as a yellow foam (0.540 g) which was used without any additional purification. Reaction SMILES: Br[C:2]1[C:11]2[C:6](=[CH:7][C:8]([Cl:12])=[CH:9][CH:10]=2)[C:5](=[O:13])[O:4][C:3]=1[CH:14]([OH:16])[CH3:15].[C:17]1(B(O)O)[CH:22]=[CH:21][CH:20]=[CH:19][CH:18]=1>>[Cl:12][C:8]1[CH:7]=[C:6]2[C:11]([C:2]([C:17]3[CH:22]=[CH:21][CH:20]=[CH:19][CH:18]=3)=[C:3]([CH:14]([OH:16])[CH3:15])[O:4][C:5]2=[O:13])=[CH:10][CH:9]=1. Isolated yield 38.9%.